Dataset: the Open Reaction Database (ORD), a public repository of structured organic reaction records. Task: describe an organic reaction: reactants, conditions, products, and yield Starting materials: C(=O)(N1C=NC=C1)N1C=NC=C1 (carbonyldiimidazole), COC1=C(SC(=C1)C(=O)O)C(=O)O (3-methoxy-2,5-thiophene-dicarboxylic acid), C(C1=CC=2OCOC2C=C1)O (piperonyl alcohol). Yields the product O1COC2=C1C=CC(=C2)C(C2=CC1=C(OCO1)C=C2)OC(=O)C=2SC(=CC2OC)C(=O)O (3-methoxy-thiophene-2,5-dicarboxylic acid di-1,3-benzodioxol-5-ylmethyl ester). Isolated yield 87.6%. As a reaction SMILES: C(N1[CH:12]=[CH:11]N=C1)(N1C=CN=C1)=O.[CH3:13][O:14][C:15]1[CH:19]=[C:18]([C:20]([OH:22])=[O:21])[S:17][C:16]=1[C:23]([OH:25])=[O:24].[CH2:26](O)[C:27]1[CH:35]=[CH:34][C:33]2[O:32][CH2:31][O:30][C:29]=2[CH:28]=1>>[O:32]1[C:33]2[CH:34]=[CH:35][C:27]([CH:26]([O:24][C:23]([C:16]3[S:17][C:18]([C:20]([OH:22])=[O:21])=[CH:19][C:15]=3[O:14][CH3:13])=[O:25])[C:12]3[CH:11]=[CH:28][C:29]4[O:30][CH2:31][O:32][C:33]=4[CH:34]=3)=[CH:28][C:29]=2[O:30][CH2:31]1. Reported procedure: The title compound was prepared according to the procedure of Example 2 using carbonyldiimidazole (0.8 g, 4.8 mmol), 3-methoxy-2,5-thiophene-dicarboxylic acid (0.4 g, 2.0 mmol), and piperonyl alcohol (0.62 g, 4.0 mmol). Acidification of the aqueous workup mixture with dilute hydrochloric acid prior to filtration afforded 0.8 g of 3-methoxy-thiophene-2,5-dicarboxylic acid di-1,3-benzodioxol-5-ylmethyl ester. Recrystallization of a sample from acetonitrile gave product with a mp 153-155° C. Reactants: [N-]=[N+]=[N-].[Na+] (sodium azide), ClCC1=CC=C(C(=O)NC)C=C1 (4-(chloromethyl)-N-methyl-benzamide), Cl[Si](C)(C)C (chlorotrimethylsilane), S(=O)(Cl)Cl (thionyl chloride), imidoyl chloride. Run in C(C)#N (acetonitrile), C1(=CC=CC=C1)C (toluene), O (water), C(C)#N (acetonitrile). Reaction conditions: time 1.5 hour. Product: CN1N=NN=C1C1=CC=C(CCl)C=C1 (4-(1-methyltetrazol-5-yl)benzyl chloride), white solid. The yield is 60.0%. As a reaction SMILES: [Cl:1][CH2:2][C:3]1[CH:12]=[CH:11][C:6]([C:7]([NH:9][CH3:10])=O)=[CH:5][CH:4]=1.S(Cl)(Cl)=O.[N-:17]=[N+:18]=[N-:19].[Na+].Cl[Si](C)(C)C>C1(C)C=CC=CC=1.C(#N)C.O>[CH3:10][N:9]1[C:7]([C:6]2[CH:11]=[CH:12][C:3]([CH2:2][Cl:1])=[CH:4][CH:5]=2)=[N:19][N:18]=[N:17]1 |f:2.3|. Procedure details: To a suspension of 4-(chloromethyl)-N-methyl-benzamide (50 mmol) in toluene (200 mL) was added thionyl chloride (29.1 mL, 400 mmol) at room temperature. The resulting suspension was heated at reflux for 15 hours. The reaction mixture was cooled to room temperature and then concentrated under vacuum. The residue was azeotroped with toluene and dried under high vacuum. To a suspension of sodium azide (4.55 g, 70 mmol) in acetonitrile (100 mL) was added chlorotrimethylsilane (9.15 mL, 73.4 mmol) at... Reactants: COc1ccc(C=O)cn1, Cl. The product is O=Cc1ccc(O)nc1. RXN SMILES: [CH3:1][O:2][c:3]1[cH:4][cH:5][c:6]([CH:9]=[O:10])[cH:7][n:8]1.[ClH:11]>>[OH:2][c:3]1[cH:4][cH:5][c:6]([CH:9]=[O:10])[cH:7][n:8]1.